Dataset: the Open Reaction Database (ORD), a public repository of structured organic reaction records. Task: describe an organic reaction: reactants, conditions, products, and yield Reactants: crude product, CC1=CC=C(C=C1)S(=O)(=O)O.CC1=CC=C(C=C1)S(=O)(=O)O.ClC1=C(C=C(C=C1)S(=O)(=O)CCCN1CCOCC1)S(=O)(=O)CCCN1CCOCC1 (4,4'-((4-chloro-1,3-phenylene)bis(sulfonyl-3,1-propanediyl))bismorpholine bis(4-methylbenzenesulfonate)), CC1=CC=C(C=C1)S (p-thiocresol), [OH-].[Na+] (sodium hydroxide). Solvent: O (water). The product is CC1=CC=C(C=C1)S(=O)(=O)O.CC1=CC=C(C=C1)S(=O)(=O)O.CC1=CC=C(C=C1)SC1=C(C=C(C=C1)S(=O)(=O)CCCN1CCOCC1)S(=O)(=O)CCCN1CCOCC1 (4,4'-((4-((4-methylphenyl)thio)-1,3-phenylene)bis(sulfonyl-3,1-propanediyl))bismorpholine bis(4-methylbenzenesulfonate)). As a reaction SMILES: [CH3:1][C:2]1[CH:7]=[CH:6][C:5]([S:8]([OH:11])(=[O:10])=[O:9])=[CH:4][CH:3]=1.[CH3:12][C:13]1[CH:18]=[CH:17][C:16]([S:19]([OH:22])(=[O:21])=[O:20])=[CH:15][CH:14]=1.Cl[C:24]1[CH:29]=[CH:28][C:27]([S:30]([CH2:33][CH2:34][CH2:35][N:36]2[CH2:41][CH2:40][O:39][CH2:38][CH2:37]2)(=[O:32])=[O:31])=[CH:26][C:25]=1[S:42]([CH2:45][CH2:46][CH2:47][N:48]1[CH2:53][CH2:52][O:51][CH2:50][CH2:49]1)(=[O:44])=[O:43].[CH3:54][C:55]1[CH:60]=[CH:59][C:58]([SH:61])=[CH:57][CH:56]=1.[OH-].[Na+]>O>[CH3:1][C:2]1[CH:3]=[CH:4][C:5]([S:8]([OH:11])(=[O:10])=[O:9])=[CH:6][CH:7]=1.[CH3:12][C:13]1[CH:14]=[CH:15][C:16]([S:19]([OH:22])(=[O:21])=[O:20])=[CH:17][CH:18]=1.[CH3:54][C:55]1[CH:60]=[CH:59][C:58]([S:61][C:24]2[CH:29]=[CH:28][C:27]([S:30]([CH2:33][CH2:34][CH2:35][N:36]3[CH2:41][CH2:40][O:39][CH2:38][CH2:37]3)(=[O:32])=[O:31])=[CH:26][C:25]=2[S:42]([CH2:45][CH2:46][CH2:47][N:48]2[CH2:53][CH2:52][O:51][CH2:50][CH2:49]2)(=[O:44])=[O:43])=[CH:57][CH:56]=1 |f:0.1.2,4.5,7.8.9|. Procedure details: A stirred mixture of 10.0 g (0.0119 mole) of 4,4'-((4-chloro-1,3-phenylene)bis(sulfonyl-3,1-propanediyl))bismorpholine bis(4-methylbenzenesulfonate), 1.6 g (0.012 mole) of 90% p-thiocresol and 1.5 g (0.038 mole) of sodium hydroxide in 55 ml of water was warmed for 30 minutes at 65° to 70° C., during which time the crude product separated as a hard gum. The aqueous phase was decanted, and the gum was dissolved in a minimum of warm propanol-2. This solution was treated with a propanol-2 solution o... The product is CC(C)(O)c1ccc(-c2cnc3c(n2)N(CC2CCOCC2)CC(=O)N3)cn1. As a reaction SMILES: [Br:1][c:2]1[n:3][c:4]2[c:5]([n:6][cH:7]1)[NH:8][C:9](=[O:19])[CH2:10][N:11]2[CH2:12][CH:13]1[CH2:14][CH2:15][O:16][CH2:17][CH2:18]1.[CH3:20][Sn:21]([c:22]1[cH:23][cH:24][c:25]([C:28]([CH3:29])([CH3:30])[OH:31])[n:26][cH:27]1)([CH3:32])[CH3:33].[CH3:37][N:38]([CH3:39])[CH:40]=[O:41].[Cl:34][CH2:35][Cl:36]>>[c:2]1(-[c:22]2[cH:23][cH:24][c:25]([C:28]([CH3:29])([CH3:30])[OH:31])[n:26][cH:27]2)[n:3][c:4]2[c:5]([n:6][cH:7]1)[NH:8][C:9](=[O:19])[CH2:10][N:11]2[CH2:12][CH:13]1[CH2:14][CH2:15][O:16][CH2:17][CH2:18]1. Reactants: O=C1CN(CC2CCOCC2)c2nc(Br)cnc2N1, CC(C)(O)c1ccc([Sn](C)(C)C)cn1, CN(C)C=O, ClCCl.